Dataset: the Open Reaction Database (ORD), a public repository of structured organic reaction records. Task: describe an organic reaction: reactants, conditions, products, and yield The reactants are CS(=O)(=O)Cl, CCN(C(C)C)C(C)C, ClCCl, N#Cc1cccc(COCCO)c1. Yields the product CS(=O)(=O)OCCOCc1cccc(C#N)c1. RXN SMILES: [CH3:23][S:24]([Cl:25])(=[O:26])=[O:27].[CH:14]([N:15]([CH:16]([CH3:17])[CH3:18])[CH2:19][CH3:20])([CH3:21])[CH3:22].[Cl:28][CH2:29][Cl:30].[OH:1][CH2:2][CH2:3][O:4][CH2:5][c:6]1[cH:7][c:8]([C:9]#[N:10])[cH:11][cH:12][cH:13]1>>[O:1]([CH2:2][CH2:3][O:4][CH2:5][c:6]1[cH:7][c:8]([C:9]#[N:10])[cH:11][cH:12][cH:13]1)[S:24]([CH3:23])(=[O:26])=[O:27]. The reactants are c1ccc(CCC2CNCCN2)cc1, S=C1Nc2ccccc2Nc2sc(C3CCCC3)nc21, c1ccncc1. Product: c1ccc(CCC2CN(C3=Nc4ccccc4Nc4sc(C5CCCC5)nc43)CCN2)cc1. RXN SMILES: [CH2:1]([CH2:2][c:3]1[cH:4][cH:5][cH:6][cH:7][cH:8]1)[CH:9]1[NH:10][CH2:11][CH2:12][NH:13][CH2:14]1.[CH:15]1([c:20]2[n:21][c:22]3[c:28]([s:29]2)[NH:27][c:26]2[c:25]([cH:33][cH:32][cH:31][cH:30]2)[NH:24][C:23]3=[S:34])[CH2:16][CH2:17][CH2:18][CH2:19]1.[cH:35]1[cH:36][cH:37][n:38][cH:39][cH:40]1>>[CH2:1]([CH2:2][c:3]1[cH:4][cH:5][cH:6][cH:7][cH:8]1)[CH:9]1[NH:10][CH2:11][CH2:12][N:13]([C:23]2=[N:24][c:25]3[c:26]([cH:30][cH:31][cH:32][cH:33]3)[NH:27][c:28]3[c:22]2[n:21][c:20]([CH:15]2[CH2:16][CH2:17][CH2:18][CH2:19]2)[s:29]3)[CH2:14]1.